Dataset: the Open Reaction Database (ORD), a public repository of structured organic reaction records. Task: describe an organic reaction: reactants, conditions, products, and yield The reactants are C(CCCCCCC\C=C/C\C=C/CCCCC)(=O)O (linoleic acid), C(CCCCCCC\C=C/C\C=C/C\C=C/CC)(=O)O (α-linolenic acid). The product is OC(CCC=CCC=CCCCCC(=O)O)CCCCC (13-hydroxy-6,9-octadecadienoic acid). RXN SMILES: [C:1]([OH:20])(=[O:19])[CH2:2][CH2:3][CH2:4][CH2:5][CH2:6][CH2:7][CH2:8]/[CH:9]=[CH:10]\[CH2:11]/[CH:12]=[CH:13]\[CH2:14][CH2:15][CH2:16][CH2:17][CH3:18].C(O)(=[O:39])CCCCCCC/C=C\C/C=C\C/C=C\CC>>[OH:39][CH:13]([CH2:14][CH2:15][CH2:16][CH2:17][CH3:18])[CH2:12][CH2:11][CH:10]=[CH:9][CH2:8][CH:7]=[CH:6][CH2:5][CH2:4][CH2:3][CH2:2][C:1]([OH:20])=[O:19]. Procedure: The same procedure as in Example 2 was repeated, except that linoleic acid was replaced by α-linolenic acid, whereby 13-hydroxy-6,9-octadecadienoic acid was obtained. Reactants: ClC1=CC=C(C=C1)OC(=O)N1C(N(CC1)C)=C(C(=O)OC1=CC=C(C=C1)Cl)[N+](=O)[O-] (2-(2-(4-chlorophenoxy)-1-nitro-2-oxoethylidene)-3-methyl-1-imidazolidinecarboxylic acid 4-chlorophenyl ester), C([O-])([O-])=O.[Na+].[Na+] (sodium carbonate), CS(=O)C (dimethyl sulfoxide). Solvent: O (water), O (water). Reaction conditions: time 1.5 hour. Yields the product CN1C(NCC1)=C(C(=O)OC1=CC=C(C=C1)Cl)[N+](=O)[O-] ((1-methyl-2-imidazolidinylidene)nitroacetic acid, 4-chlorophenyl ester). Reaction SMILES: ClC1C=CC(O[C:9]([N:11]2[CH2:15][CH2:14][N:13](C)[C:12]2=[C:17]([N+:28]([O-:30])=[O:29])[C:18]([O:20][C:21]2[CH:26]=[CH:25][C:24]([Cl:27])=[CH:23][CH:22]=2)=[O:19])=O)=CC=1.C(=O)([O-])[O-].[Na+].[Na+].CS(C)=O>O>[CH3:9][N:11]1[CH2:15][CH2:14][NH:13][C:12]1=[C:17]([N+:28]([O-:30])=[O:29])[C:18]([O:20][C:21]1[CH:26]=[CH:25][C:24]([Cl:27])=[CH:23][CH:22]=1)=[O:19] |f:1.2.3|. Procedure: A stirred mixture of 3.62 g of 2A, 1.19 g of sodium carbonate, 20 ml of dimethyl sulfoxide, and 4 ml of water was kept at 100° C. for 1.5 hours. The mixture was cooled to room temperature and diluted with 10 ml of water. After ice-bath cooling, a white solid, 2, m.p.: 211°-212° (with decomposition) was isolated by filtration. Reactants: CC#N, [K+], [K+], O=C([O-])[O-], Sc1ccccc1, COc1ccnc2c1CCCC2NCc1ccc(CN(Cc2ccccn2)S(=O)(=O)c2ccccc2[N+](=O)[O-])cc1. Product: COc1ccnc2c1CCCC2NCc1ccc(CNCc2ccccn2)cc1. RXN SMILES: [CH3:55][C:56]#[N:57].[K+:49].[K+:50].[O-:51][C:52]([O-:53])=[O:54].[SH:42][c:43]1[cH:44][cH:45][cH:46][cH:47][cH:48]1.[n:1]1[c:2]([CH2:7][N:8]([CH2:9][c:10]2[cH:11][cH:12][c:13]([CH2:16][NH:17][CH:18]3[CH2:19][CH2:20][CH2:21][c:22]4[c:23]([O:28][CH3:29])[cH:24][cH:25][n:26][c:27]43)[cH:14][cH:15]2)[S:30]([c:31]2[cH:32][cH:33][cH:34][cH:35][c:36]2[N+:37]([O-:38])=[O:39])(=[O:40])=[O:41])[cH:3][cH:4][cH:5][cH:6]1>>[n:1]1[c:2]([CH2:7][NH:8][CH2:9][c:10]2[cH:11][cH:12][c:13]([CH2:16][NH:17][CH:18]3[CH2:19][CH2:20][CH2:21][c:22]4[c:23]([O:28][CH3:29])[cH:24][cH:25][n:26][c:27]43)[cH:14][cH:15]2)[cH:3][cH:4][cH:5][cH:6]1. Reactants: C(O)([O-])=O.[Na+] (sodium hydrogen carbonate), C(C)(C)(C)OC(N(C)[C@@H](C(=O)N1CC2=CC=CC=C2CC1)CC1=CC2=CC=CC=C2C=C1)=O (N-((1R)-2-(1,2,3,4-Tetrahydroisoquinolin-2-yl)-1-((2-naphthyl)methyl)-2-oxoethyl)-N-methylcarbamic acid tert-butyl ester), FC(C(=O)O)(F)F (Trifluoroacetic acid), C(O)([O-])=O.[Na+] (sodium hydrogen carbonate). Solvent: ClCCl (dichloromethane), ClCCl (Dichloromethane). Conditions: temperature 0 celsius, time 90 minute. Product: C1N(CCC2=CC=CC=C12)C([C@@H](CC1=CC2=CC=CC=C2C=C1)NC)=O ((2R)-1-(1,2,3,4-tetrahydroisoquinolin-2-yl)-2-(methylamino)-3-(2-naphthyl)-1-propanone). Yield: 46.3%. As a reaction SMILES: C(O[C:6](=O)[N:7]([C@H:9]([CH2:22][C:23]1[CH:32]=[CH:31][C:30]2[C:25](=[CH:26][CH:27]=[CH:28][CH:29]=2)[CH:24]=1)[C:10]([N:12]1[CH2:21][CH2:20][C:19]2[C:14](=[CH:15][CH:16]=[CH:17][CH:18]=2)[CH2:13]1)=[O:11])C)(C)(C)C.FC(F)(F)C(O)=O.C(=O)([O-])O.[Na+]>ClCCl>[CH2:13]1[C:14]2[C:19](=[CH:18][CH:17]=[CH:16][CH:15]=2)[CH2:20][CH2:21][N:12]1[C:10](=[O:11])[C@H:9]([NH:7][CH3:6])[CH2:22][C:23]1[CH:32]=[CH:31][C:30]2[C:25](=[CH:26][CH:27]=[CH:28][CH:29]=2)[CH:24]=1 |f:2.3|. Reported procedure: N-((1R)-2-(1,2,3,4-Tetrahydroisoquinolin-2-yl)-1-((2-naphthyl)methyl)-2-oxoethyl)-N-methylcarbamic acid tert-butyl ester (6.12 g, 13.8 mmol) was dissolved in dichloromethane (40 ml). The solution was cooled to 0° C. Trifluoroacetic acid (40 ml) was added. The reaction mixture was stirred for 90 min at 0° C. Dichloromethane (110 ml) and a saturated aqueous solution of sodium hydrogen carbonate (150 ml) were added successively. Solid sodium hydrogen carbonate was added until pH 7 was obtained. The... Starting materials: C(C1=CC=CC=C1)OC(=O)N[C@@H]1C(NOC1)=O ((4S)-4-benzyloxycarbonylamino-3-isoxazolidinone), COCC(CC(C(=O)OCC1=CC=C(C=C1)[N+](=O)[O-])=O)C(=O)[O-] (1-(4-nitrobenzyl) 4-methoxymethyl-2-oxoglutarate), C1CCC(CC1)N=C=NC2CCCCC2 (DCC), C(C)(=O)OCC (ethyl acetate). The solvent is ClCCl (dichloromethane), ClCCl (dichloromethane). Conditions: time 2 hour. Product: C(C1=CC=CC=C1)OC(=O)N[C@@H]1C(N(OC1)C1(OC(C(C1)COC)=O)C(=O)OCC1=CC=C(C=C1)[N+](=O)[O-])=O (4-nitrobenzyl 2-[(4S)-4-benzyloxycarbonylamino-3-oxo-2-isoxazolidinyl]-4-methoxymethyl-5-oxo-2-tetrahydrofurancarboxylate). The yield is 77.6%. RXN SMILES: [CH2:1]([O:8][C:9]([NH:11][C@H:12]1[CH2:16][O:15][NH:14][C:13]1=[O:17])=[O:10])[C:2]1[CH:7]=[CH:6][CH:5]=[CH:4][CH:3]=1.[CH3:18][O:19][CH2:20][CH:21]([C:38]([O-:40])=[O:39])[CH2:22][C:23](=O)[C:24]([O:26][CH2:27][C:28]1[CH:33]=[CH:32][C:31]([N+:34]([O-:36])=[O:35])=[CH:30][CH:29]=1)=[O:25].C1CCC(N=C=NC2CCCCC2)CC1.C(OCC)(=O)C>ClCCl>[CH2:1]([O:8][C:9]([NH:11][C@H:12]1[CH2:16][O:15][N:14]([C:23]2([C:24]([O:26][CH2:27][C:28]3[CH:29]=[CH:30][C:31]([N+:34]([O-:36])=[O:35])=[CH:32][CH:33]=3)=[O:25])[CH2:22][CH:21]([CH2:20][O:19][CH3:18])[C:38](=[O:39])[O:40]2)[C:13]1=[O:17])=[O:10])[C:2]1[CH:7]=[CH:6][CH:5]=[CH:4][CH:3]=1. Procedure: In 2 ml of dichloromethane were dissolved 121 mg of (4S)-4-benzyloxycarbonylamino-3-isoxazolidinone and 200 mg of the Compound (78) obtained in Example 78. To the solution was added a solution of 137 mg of DCC in 1 ml of dichloromethane. The solution was stirred at room temperature for 2 hours. To the reaction solution was added ethyl acetate. The crystals which separated out were filtered off, and the filtrate was washed with water and dried (MgSO4). The solvent was evaporated off, and the resi...